This data is from the Open Reaction Database (ORD), a public repository of structured organic reaction records. The task is: describe an organic reaction: reactants, conditions, products, and yield The reactants are FC=1C=C(C2=C(C=CO2)C1)Br (5-fluoro-7-bromobenzofuran), C(C)(C)(C)OC(=O)[N@]1C(C1)C ((R)-(−)-N-tert-butoxycarbonyl-2-methylaziridine). Yields the product C(C)(C)(C)OC(=O)N[C@@H](CC1=CC(=CC=2C=COC21)F)C ((R)-N-tert-butoxycarbonyl 1-(5-fluorobenzofur-7-yl)-2-aminopropane). The yield is 44.3%. RXN SMILES: [F:1][C:2]1[CH:3]=[C:4](Br)[C:5]2[O:9][CH:8]=[CH:7][C:6]=2[CH:10]=1.[C:12]([O:16][C:17]([N@@:19]1[CH2:21][CH:20]1[CH3:22])=[O:18])([CH3:15])([CH3:14])[CH3:13]>>[C:12]([O:16][C:17]([NH:19][C@H:20]([CH3:22])[CH2:21][C:4]1[C:5]2[O:9][CH:8]=[CH:7][C:6]=2[CH:10]=[C:2]([F:1])[CH:3]=1)=[O:18])([CH3:15])([CH3:14])[CH3:13]. Procedure details: Beginning with 5.7 gm (26.6 mMol) 5-fluoro-7-bromobenzofuran and 3.9 gm (24.8 mMol) (R)-(−)-N-tert-butoxycarbonyl-2-methylaziridine, 3.22 gm (44%) of the desired compound were prepared essentially as described in Example 10. Reactants: C1CCNCC1, Cc1c([N+](=O)[O-])c(=O)n(C)c(=O)n1C, CCO, O=Cc1ccccc1. Product: Cn1c(C=Cc2ccccc2)c([N+](=O)[O-])c(=O)n(C)c1=O. Reaction SMILES: [CH2:23]1[CH2:24][CH2:25][NH:26][CH2:27][CH2:28]1.[CH3:1][n:2]1[c:3](=[O:14])[n:4]([CH3:13])[c:5](=[O:12])[c:6]([N+:9](=[O:10])[O-:11])[c:7]1[CH3:8].[CH3:29][CH2:30][OH:31].[CH:15](=[O:16])[c:17]1[cH:18][cH:19][cH:20][cH:21][cH:22]1>>[CH3:1][n:2]1[c:3](=[O:14])[n:4]([CH3:13])[c:5](=[O:12])[c:6]([N+:9](=[O:10])[O-:11])[c:7]1[CH:8]=[CH:15][c:17]1[cH:18][cH:19][cH:20][cH:21][cH:22]1.